This data is from the Open Reaction Database (ORD), a public repository of structured organic reaction records. The task is: describe an organic reaction: reactants, conditions, products, and yield The reactants are OC(C1=C(C(=CC=C1)OC)OC)C1=CC=NC=C1 (4-[1-hydroxy-1-(2,3-dimethoxyphenyl)methyl]pyridine). The solvent is N1=CC=CC=C1 (pyridine). The product is OC(C1=C(C(=CC=C1)OC)OC)C1CCNCC1 (4-[1-hydroxy-1-(2,3-dimethoxyphenyl)methyl]piperidine). Reaction SMILES: [OH:1][CH:2]([C:13]1[CH:18]=[CH:17][N:16]=[CH:15][CH:14]=1)[C:3]1[CH:8]=[CH:7][CH:6]=[C:5]([O:9][CH3:10])[C:4]=1[O:11][CH3:12]>N1C=CC=CC=1>[OH:1][CH:2]([CH:13]1[CH2:14][CH2:15][NH:16][CH2:17][CH2:18]1)[C:3]1[CH:8]=[CH:7][CH:6]=[C:5]([O:9][CH3:10])[C:4]=1[O:11][CH3:12]. Reported procedure: In Scheme F, step e, the pyridine functionality of 4-[1-hydroxy-1-(2,3-dimethoxyphenyl)methyl]pyridine (10) is reduced to give 4-[1-hydroxy-1-(2,3-dimethoxyphenyl)methyl]piperidine (11).